This data is from the Open Reaction Database (ORD), a public repository of structured organic reaction records. The task is: describe an organic reaction: reactants, conditions, products, and yield The reactants are NN1N=CN=C1 (1-amino-1H-1,2,4-triazole), FC1=CC=C(C=O)C=C1 (4-fluorobenzaldehyde). Reagents/catalysts: C1(=CC=C(C=C1)S(=O)(=O)O)C (p-toluenesulfonic acid). Solvent: C(C)(=O)OCC (ethyl acetate), O1CCCC1 (tetrahydrofuran). The product is FC1=CC=C(C=C1)C=NN1N=CN=C1 (N-[(4-Fluorophenyl)methylene]-1H-1,2,4-triazol-1-amine). The yield is 68.3%. As a reaction SMILES: [NH2:1][N:2]1[CH:6]=[N:5][CH:4]=[N:3]1.[F:7][C:8]1[CH:15]=[CH:14][C:11]([CH:12]=O)=[CH:10][CH:9]=1>O1CCCC1.C(OCC)(=O)C.C1(C)C=CC(S(O)(=O)=O)=CC=1>[F:7][C:8]1[CH:15]=[CH:14][C:11]([CH:12]=[N:1][N:2]2[CH:6]=[N:5][CH:4]=[N:3]2)=[CH:10][CH:9]=1. Procedure: A solution of 42.3 g (0.377 mol) of 75% pure 1-amino-1H-1,2,4-triazole, 40.0 mL (0.372 mol) of 4-fluorobenzaldehyde and 2.0 g of p-toluenesulfonic acid in 600 mL of tetrahydrofuran was stirred at room temperature for 21/2 days. The reaction mixture was diluted with ethyl acetate, washed with saturated aqueous Na2CO3, water and brine and dried (MgSO4). Removal of solvent gave a white solid which was recrystallized from n-butylchloride to afford 48.3 g (67%) of desired product as white needles; mp... Procedure: After 2.25 g (5.0 mmols) of HCl.H-Pro-Arg(NO2)-CHA was dissolved in 10 ml (15.0 mmols) of 1.5N NEM/DMF, 1.93 g (5.0 mmols) of Z-PyroGlu-SDP was added to the solution at 0° to 5° C. The resulting mixture was reacted at room temperature for 18 hours. After completion of the reaction, the reaction solution was diluted with 300 ml of AcOH followed by washing 4 times with 100 ml of cold 5% hydrochloric acid and twice with 100 ml of saturated sodium chloride aqueous solution. After drying over anhydro... RXN SMILES: Cl.[NH:2]1[CH2:23][CH2:22][CH2:21][C@H:3]1[C:4]([NH:6][C@H:7]([C:18]([OH:20])=[O:19])[CH2:8][CH2:9][CH2:10][NH:11][C:12](=[NH:17])[NH:13][N+:14]([O-:16])=[O:15])=[O:5].[N:24]1([C:33]([O:35][CH2:36][C:37]2[CH:42]=[CH:41][CH:40]=[CH:39][CH:38]=2)=[O:34])[C:28](=[O:29])[CH2:27][CH2:26][C@H:25]1[C:30](O)=[O:31]>CN(C=O)C.CC(O)=O>[N:24]1([C:33]([O:35][CH2:36][C:37]2[CH:42]=[CH:41][CH:40]=[CH:39][CH:38]=2)=[O:34])[C:28](=[O:29])[CH2:27][CH2:26][C@H:25]1[C:30]([N:2]1[CH2:23][CH2:22][CH2:21][C@H:3]1[C:4]([NH:6][C@H:7]([C:18]([OH:20])=[O:19])[CH2:8][CH2:9][CH2:10][NH:11][C:12](=[NH:17])[NH:13][N+:14]([O-:16])=[O:15])=[O:5])=[O:31]. The solvent is CC(=O)O (AcOH), CN(C)C=O (DMF). Product: N1([C@@H](CCC1=O)C(=O)N1[C@H](C(=O)N[C@@H](CCCNC(N[N+](=O)[O-])=N)C(=O)O)CCC1)C(=O)OCC1=CC=CC=C1 (Z-PyroGlu-Pro-Arg(NO2)). Isolated yield 53.4%. The reactants are Cl (HCl), N1[C@H](C(=O)N[C@@H](CCCNC(N[N+](=O)[O-])=N)C(=O)O)CCC1 (H-Pro-Arg(NO2)), N1([C@@H](CCC1=O)C(=O)O)C(=O)OCC1=CC=CC=C1 (Z-PyroGlu). Starting materials: C1(=CC=CC=C1)O (phenol), FC(C(=O)Cl)(F)F (trifluoroacetyl chloride). Yields the product FC(C(=O)C1=CC=C(C=C1)O)(F)F (4-trifluoroacetylphenol). Reaction SMILES: [C:1]1([OH:7])[CH:6]=[CH:5][CH:4]=[CH:3][CH:2]=1.[F:8][C:9]([F:14])([F:13])[C:10](Cl)=[O:11]>>[F:8][C:9]([F:14])([F:13])[C:10]([C:4]1[CH:5]=[CH:6][C:1]([OH:7])=[CH:2][CH:3]=1)=[O:11]. Reported procedure: 0.1 mol of phenol and 0.1 mol of trifluoroacetyl chloride are reacted analogously to Example 4 to give 4-trifluoroacetylphenol. The latter is esterified using carboxylic acids and DCC. With p-pentylbenzoic acid, 4-trifluoroacetylphenyl pentylbenzoate, mp. 27° C., Δε=26.7, is obtained. Starting materials: [C-]#N.[K+] (KCN), N1CCCCC1 (Piperidine), Cl (HCl), C1(CCCCC1)=O (cyclohexanone). The solvent is O (water), O (water). Run at time 8 hour. Yields the product N1(CCCCC1)C1(CCCCC1)C#N (1-Piperidinocyclohexanecarbonitrile). Isolated yield 88.0%. Reaction SMILES: [NH:1]1[CH2:6][CH2:5][CH2:4][CH2:3][CH2:2]1.Cl.[C:8]1(=O)[CH2:13][CH2:12][CH2:11][CH2:10][CH2:9]1.[C-:15]#[N:16].[K+]>O>[N:1]1([C:8]2([C:15]#[N:16])[CH2:13][CH2:12][CH2:11][CH2:10][CH2:9]2)[CH2:6][CH2:5][CH2:4][CH2:3][CH2:2]1 |f:3.4|. Reported procedure: Piperidine (44 g, 0.52 mole) was carefully mixed with 45 ml of concentrated HCl and 120 ml of cold water (pH 3-4). To this solution, 50 g (0.52 mole) of cyclohexanone was added, followed by 36 g of KCN in 100 ml of water with vigorous stirring. The resulting solution was allowed to stir at room temperature for overnight. After 2 hours, a white precipitate was formed. The crystalline precipitate was collected by filtration and washed with cold water. Recrystallization from 95% ethanol (300 ml) ga... The reactants are C(C1=CC=CC=C1)C(C(=O)OCC)CC#CC (ethyl 2-benzylhex-4-ynoate), C(C1=CC=CC=C1)C(C(=O)O)CC#CC (2-benzylhex-4-ynoic acid). Product: C(C1=CC=CC=C1)C(C(=O)O)(CC#C)C (2-Benzyl-2-methylpent-4-ynoic Acid). RXN SMILES: [CH2:1]([CH:8]([CH2:14][C:15]#[C:16]C)[C:9]([O:11]CC)=[O:10])[C:2]1[CH:7]=[CH:6][CH:5]=[CH:4][CH:3]=1.[CH2:18](C(CC#CC)C(O)=O)C1C=CC=CC=1>>[CH2:1]([C:8]([CH3:18])([CH2:14][C:15]#[CH:16])[C:9]([OH:11])=[O:10])[C:2]1[CH:3]=[CH:4][CH:5]=[CH:6][CH:7]=1. Reported procedure: By replacing ethyl 2-benzyl-2-methyl-5-trimethylsilylpent-4-ynoate with ethyl 2-benzylhex-4-ynoate, 2-benzylhex-4-ynoic acid was prepared; IR: 3300-2500, 1710 cm-1. Reactants: COC1=C(C=C(C=C1)C(F)(F)F)N=C=NC1=C(C=NC=C1)/C=C/C(=O)OC (Methyl (2E)-3-{4-[({[2-methoxy-5-(trifluoromethyl)phenyl}imino]methylene)amino]pyridin-3-yl}acrylate), FC1=CC=C(C=C1)N1CCNCC1 (4-fluorophenylpiperazine). Product: FC1=CC=C(C=C1)N1CCN(CC1)C=1N(C(C2=C(N1)C=CN=C2)CC(=O)OC)C2=C(C=CC(=C2)C(F)(F)F)OC (Methyl {2-[4-(4-fluorophenyl)piperazin-1-yl]-3-[2-methoxy-5-(trifluoromethyl)phenyl]-3,4-dihydropyrido[4,3-d]pyrimidin-4-yl}acetate). RXN SMILES: [CH3:1][O:2][C:3]1[CH:8]=[CH:7][C:6]([C:9]([F:12])([F:11])[F:10])=[CH:5][C:4]=1[N:13]=[C:14]=[N:15][C:16]1[CH:21]=[CH:20][N:19]=[CH:18][C:17]=1/[CH:22]=[CH:23]/[C:24]([O:26][CH3:27])=[O:25].[F:28][C:29]1[CH:34]=[CH:33][C:32]([N:35]2[CH2:40][CH2:39][NH:38][CH2:37][CH2:36]2)=[CH:31][CH:30]=1>>[F:28][C:29]1[CH:30]=[CH:31][C:32]([N:35]2[CH2:40][CH2:39][N:38]([C:14]3[N:13]([C:4]4[CH:5]=[C:6]([C:9]([F:12])([F:11])[F:10])[CH:7]=[CH:8][C:3]=4[O:2][CH3:1])[CH:22]([CH2:23][C:24]([O:26][CH3:27])=[O:25])[C:17]4[CH:18]=[N:19][CH:20]=[CH:21][C:16]=4[N:15]=3)[CH2:37][CH2:36]2)=[CH:33][CH:34]=1. Procedure details: Starting from 565 mg (1.50 mmol) of the carbodiimide from Example 18A and 297 mg (1.65 mmol) of 4-fluorophenylpiperazine, general procedure [C] and purification by preparative HPLC result in 90 mg (10% of theory) of product. Starting materials: BrC1=CC=C(C=C1)\C=C(\C1=CC=C(C=C1)CCCC)/Cl (1-bromo-4-[(Z) -2-chloro-2-(4-butyl-phenyl) vinyl] benzene), [OH-].[K+] (KOH). Run in O1CCOCC1 (1,4-dioxane), CO (MeOH). The product is BrC1=CC=C(C=C1)C#CC1=CC=C(C=C1)CCCC (1-bromo4-[(4-butylphenyl) ethynyl] benzene). Isolated yield 89.6%. RXN SMILES: [Br:1][C:2]1[CH:7]=[CH:6][C:5](/[CH:8]=[C:9](\Cl)/[C:10]2[CH:15]=[CH:14][C:13]([CH2:16][CH2:17][CH2:18][CH3:19])=[CH:12][CH:11]=2)=[CH:4][CH:3]=1.[OH-].[K+]>O1CCOCC1.CO>[Br:1][C:2]1[CH:3]=[CH:4][C:5]([C:8]#[C:9][C:10]2[CH:11]=[CH:12][C:13]([CH2:16][CH2:17][CH2:18][CH3:19])=[CH:14][CH:15]=2)=[CH:6][CH:7]=1 |f:1.2|. Reported procedure: To a 1 L flask containing a solution of 1-bromo-4-[(Z) -2-chloro-2-(4-butyl-phenyl) vinyl] benzene (VIe) (100 g; 0.285 mol) in 1,4-dioxane (500 mL; 5 vols) and MeOH (200 mL; 2vols), KOH (32 g; 0.571 mol) was added in one portion. Protocol and work-up was then similar with those described above. Title compound (m=80 g) was obtained in a 89% yield. Melting point: 75.6-76.1° C.